describe an organic reaction: reactants, conditions, products, and yield From a dataset of the Open Reaction Database (ORD), a public repository of structured organic reaction records. The reactants are CCCCCCCCCCCCCCCCCCC(N)C(=O)OCC, CO, Cl, N. Yields the product CCCCCCCCCCCCCCCCCCC(N)C(N)=O. RXN SMILES: [CH2:2]([O:4][C:5](=[O:3])[CH:6]([CH2:7][CH2:8][CH2:9][CH2:10][CH2:11][CH2:12][CH2:13][CH2:14][CH2:15][CH2:16][CH2:17][CH2:18][CH2:19][CH2:20][CH2:21][CH2:22][CH2:23][CH3:24])[NH2:25])[CH3:26].[CH3:28][OH:29].[ClH:1].[NH3:27]>>[O:4]=[C:5]([CH:6]([CH2:7][CH2:8][CH2:9][CH2:10][CH2:11][CH2:12][CH2:13][CH2:14][CH2:15][CH2:16][CH2:17][CH2:18][CH2:19][CH2:20][CH2:21][CH2:22][CH2:23][CH3:24])[NH2:25])[NH2:27]. The reactants are ClC=1C=CC(=C(C(=O)NCCO)C1)OC (2-(N-(5-chloro-2-methoxybenzoyl)amino)ethanol), C([O-])([O-])=O.[K+].[K+] (potassium carbonate), FC1=CC=C(C=O)C=C1 (4-fluorobenzaldehyde). The solvent is CS(=O)C (dimethylsulphoxide), O (water). Product: ClC=1C=CC(=C(C(=O)NCCOC2=CC=C(C=O)C=C2)C1)OC (4-[2-(N-(5-Chloro-2-methoxybenzoyl)amino)ethoxy]benzaldehyde). As a reaction SMILES: [Cl:1][C:2]1[CH:3]=[CH:4][C:5]([O:14][CH3:15])=[C:6]([CH:13]=1)[C:7]([NH:9][CH2:10][CH2:11][OH:12])=[O:8].C(=O)([O-])[O-].[K+].[K+].F[C:23]1[CH:30]=[CH:29][C:26]([CH:27]=[O:28])=[CH:25][CH:24]=1>CS(C)=O.O>[Cl:1][C:2]1[CH:3]=[CH:4][C:5]([O:14][CH3:15])=[C:6]([CH:13]=1)[C:7]([NH:9][CH2:10][CH2:11][O:12][C:23]1[CH:30]=[CH:29][C:26]([CH:27]=[O:28])=[CH:25][CH:24]=1)=[O:8] |f:1.2.3|. Procedure details: A mixture of 2-(N-(5-chloro-2-methoxybenzoyl)amino)ethanol (4.5 g), potassium carbonate (5 g) and 4-fluorobenzaldehyde (2.5 g, 2.16 ml) were heated at 100° C. in dry dimethylsulphoxide (50 ml) for 18 hours. The mixture was cooled, diluted with water and extracted with diethyl ether containing a little methanol. The organic layers were combined, dried (MgSO4) and evaporated. The residual oil was chromatographed on silica gel with 2% methanol in dichloromethane as solvent to afford the title compo...